The task is: describe an organic reaction: reactants, conditions, products, and yield. This data is from the Open Reaction Database (ORD), a public repository of structured organic reaction records. Reactants: S1CNCC1 (thiazolidine), FC=1C=C(C=CC1F)[N+](=O)[O-] (3,4-difluoronitrobenzene), C(C)(C)N(C(C)C)CC (N,N diisopropylethyl amine). Product: FC1=C(C=CC(=C1)[N+](=O)[O-])N1CSCC1 (3-(2-fluoro-4-nitrophenyl)thiazolidine). Yield: 23.9%. Reaction SMILES: [S:1]1[CH2:5][CH2:4][NH:3][CH2:2]1.[F:6][C:7]1[CH:8]=[C:9]([N+:14]([O-:16])=[O:15])[CH:10]=[CH:11][C:12]=1F.C(N(CC)C(C)C)(C)C>>[F:6][C:7]1[CH:8]=[C:9]([N+:14]([O-:16])=[O:15])[CH:10]=[CH:11][C:12]=1[N:3]1[CH2:4][CH2:5][S:1][CH2:2]1. Procedure: Using the same general procedure as step 1, of Example 1, 4.092 g (45.90 mmol) thiazolidine was treated with 4.1 mL (37.03 mmol) 3,4-difluoronitrobenzene and 10.0 mL (57.41 mmol) N,N diisopropylethyl amine to provide 2.020 g (24%) of the title compound as an orange solid. Recystallization from methylene chloride/hexane provided an analytical sample with a melting point of 94°-95° C. Reported procedure: 7 g of this catalyst was packed into a quartz reaction tube having an inside diameter of 15 mm in a current of argon. The reaction temperature was maintained at 170°C., and a gaseous mixture consisting of p-xylene, butadiene, n-heptane as a diluent, and nitrogen gas in a molar ratio of 1:5:10:5 was passed through the catalyst layer. The contact time of p-xylene was 24 seconds. The conversion of p-xylene was 43%, and the intended 3-methyl-4-(p-tolyl) butene was obtained in a yield of 8%. Run at temperature 170 celsius. Yields the product CC(C=C)CC1=CC=C(C=C1)C (3-methyl-4-(p-tolyl) butene). Yield: 8.0%. Reactants: quartz, CC=1C=CC(=CC1)C (p-xylene), CC=1C=CC(=CC1)C (p-xylene), C=CC=C (butadiene), CCCCCCC (n-heptane), CC=1C=CC(=CC1)C (p-xylene). Reagents/catalysts: catalyst. Reaction SMILES: [CH2:1]=[CH:2][CH:3]=[CH2:4].CCCCCCC.[CH3:12][C:13]1[CH:14]=[CH:15][C:16]([CH3:19])=[CH:17][CH:18]=1>>[CH3:1][CH:2]([CH2:12][C:13]1[CH:14]=[CH:15][C:16]([CH3:19])=[CH:17][CH:18]=1)[CH:3]=[CH2:4]. Reactants: [Mn](=O)(=O)(=O)[O-].[K+] (potassium permanganate), FC1=C(C=CC=C1)C=1C=C(C=CC1)C (3-(2-fluorophenyl)-toluene), [Mn](=O)(=O)(=O)[O-].[K+] (potassium permanganate), O (water), Cl (hydrochloric acid), S([O-])(O)=O.[Na+] (sodium bisulfite). Reagents/catalysts: [O-2].[O-2].[Mn+4] (manganese dioxide). The solvent is C(C)(C)(C)O (t-butanol). Conditions: temperature 90 celsius. Yields the product FC1=C(C=CC=C1)C=1C=C(C(=O)O)C=CC1 (3-(2-Fluorophenyl)-benzoic acid). As a reaction SMILES: [F:1][C:2]1[CH:7]=[CH:6][CH:5]=[CH:4][C:3]=1[C:8]1[CH:9]=[C:10]([CH3:14])[CH:11]=[CH:12][CH:13]=1.[Mn]([O-])(=O)(=O)=[O:16].[K+].S(=O)(O)[O-].[Na+].Cl.[OH2:27]>C(O)(C)(C)C.[O-2].[O-2].[Mn+4]>[F:1][C:2]1[CH:7]=[CH:6][CH:5]=[CH:4][C:3]=1[C:8]1[CH:9]=[C:10]([CH:11]=[CH:12][CH:13]=1)[C:14]([OH:16])=[O:27] |f:1.2,3.4,8.9.10|. Procedure details: A mixture of 7.0 g 3-(2-fluorophenyl)-toluene and 29.5 g potassium permanganate in 500 ml t-butanol and 100 ml water was heated at 90° C. for 18 hours. The reaction mixture was cooled to room temperature, sufficient sodium bisulfite was added to dissolve the remaining potassium permanganate and manganese dioxide, and the pH was adjusted to 1 with hydrochloric acid. The resulting precipitate was collected by filtration, redissolved in ethyl acetate and this solution was dried and evaporated yield... Starting materials: CCC(=O)OCCc1ccc(-n2c(CC)nc3c(C)c([N+](=O)[O-])cnc32)cc1, CO. Yields the product CCC(=O)OCCc1ccc(-n2c(CC)nc3c(C)c(N)cnc32)cc1. As a reaction SMILES: [C:1]([CH2:2][CH3:3])(=[O:4])[O:5][CH2:6][CH2:7][c:8]1[cH:9][cH:10][c:11](-[n:14]2[c:15]([CH2:27][CH3:28])[n:16][c:17]3[c:18]2[n:19][cH:20][c:21]([N+:24]([O-:25])=[O:26])[c:22]3[CH3:23])[cH:12][cH:13]1.[CH3:29][OH:30]>>[C:1]([CH2:2][CH3:3])(=[O:4])[O:5][CH2:6][CH2:7][c:8]1[cH:9][cH:10][c:11](-[n:14]2[c:15]([CH2:27][CH3:28])[n:16][c:17]3[c:18]2[n:19][cH:20][c:21]([NH2:24])[c:22]3[CH3:23])[cH:12][cH:13]1. The reactants are C(N)(=O)C(CC(C(CC1=CC=CC=C1)NC(=O)C1=NC2=CC=CC=C2N=C1)OC(C)=O)CCC(C)(C)F (acetic acid 3-carbamoyl-6-fluoro-6-methyl-1-{2-phenyl-1-[(quinoxaline-2-carbonyl)-amino]-ethyl}-heptyl ester), COC(N(C)C)OC (N,N-dimethylformamide dimethyl acetal). The solvent is C(Cl)Cl (methylene chloride), O (water). Product: CN(C)C=NC(=O)C(CC(C(CC1=CC=CC=C1)NC(=O)C1=NC2=CC=CC=C2N=C1)OC(C)=O)CCC(C)(C)F (Acetic acid 3-(dimethylaminomethylene-carbamoyl)-6-fluoro-6-methyl-1-{2-phenyl-1-[(quinoxaline-2-carbonyl)-amino]-ethyl}-heptyl ester). Yield: 100.0%. RXN SMILES: [C:1]([CH:4]([CH2:32][CH2:33][C:34]([F:37])([CH3:36])[CH3:35])[CH2:5][CH:6]([O:28][C:29](=[O:31])[CH3:30])[CH:7]([NH:15][C:16]([C:18]1[CH:27]=[N:26][C:25]2[C:20](=[CH:21][CH:22]=[CH:23][CH:24]=2)[N:19]=1)=[O:17])[CH2:8][C:9]1[CH:14]=[CH:13][CH:12]=[CH:11][CH:10]=1)(=[O:3])[NH2:2].CO[CH:40](OC)[N:41]([CH3:43])[CH3:42]>C(Cl)Cl.O>[CH3:40][N:41]([CH:43]=[N:2][C:1]([CH:4]([CH2:32][CH2:33][C:34]([F:37])([CH3:36])[CH3:35])[CH2:5][CH:6]([O:28][C:29](=[O:31])[CH3:30])[CH:7]([NH:15][C:16]([C:18]1[CH:27]=[N:26][C:25]2[C:20](=[CH:21][CH:22]=[CH:23][CH:24]=2)[N:19]=1)=[O:17])[CH2:8][C:9]1[CH:10]=[CH:11][CH:12]=[CH:13][CH:14]=1)=[O:3])[CH3:42]. Procedure details: A solution of acetic acid 3-carbamoyl-6-fluoro-6-methyl-1-{2-phenyl-1-[(quinoxaline-2-carbonyl)-amino]-ethyl}-heptyl ester (522 mg, 1.03 mmol) in N,N-dimethylformamide dimethyl acetal (2 mL) was heated to 50° C. for two hours, cooled to ambient temperature and diluted with methylene chloride and water. The organic layer was washed with saturated aqueous sodium chloride, dried over sodium sulfate, filtered and concentrated to give the title compound as a white foam (580 mg, 100%). Reactants: FC1=CC=C(C=C1)CC#N (4-fluorophenyl-acetonitrile), [OH-].[Na+] (sodium hydroxide), [N+](=O)([O-])C1=CC=CC=C1 (nitrobenzene). Solvent: CO (methanol), CO (methanol). Reaction conditions: time 9 hour. The product is FC1=CC=C(C=C1)C=1ON=C2C1C=CC=C2 (3-(4-fluorophenyl)-2,1-benzisoxazole). RXN SMILES: [F:1][C:2]1[CH:7]=[CH:6][C:5]([CH2:8][C:9]#N)=[CH:4][CH:3]=1.[OH-].[Na+].[N+:13]([C:16]1C=[CH:20][CH:19]=[CH:18][CH:17]=1)([O-])=[O:14]>CO>[F:1][C:2]1[CH:3]=[CH:4][C:5]([C:8]2[O:14][N:13]=[C:16]3[CH:17]=[CH:18][CH:19]=[CH:20][C:9]=23)=[CH:6][CH:7]=1 |f:1.2|. Procedure details: A total of 50.7 g (0.375 mol) of 4-fluorophenyl-acetonitrile is slowly added to a vigorously stirred, room-temperature solution of 150 g (3.75 mol) of sodium hydroxide in 750 ml of absolute methanol. After solution is complete, 46 g (0.374 mol) of nitrobenzene is slowly added. The resulting solution is warmed to 65°-70° C. and held at this temperature for 9 hours. The dark slurry is cooled to room temperature, diluted with 250 ml of 50% methanol, and cooled in an ice bath. The resulting dark pre...